Dataset: the Open Reaction Database (ORD), a public repository of structured organic reaction records. Task: describe an organic reaction: reactants, conditions, products, and yield The reactants are S1C(=CC=C1)CC(=O)N[C@H]1[C@@H]2N(C(=C(CS2)N=[N+]=[N-])C(=O)OCC2=CC=C(C=C2)[N+](=O)[O-])C1=O (p-nitrobenzyl 7β-(2-thienylacetamido)-3-azido-3-cephem-4-carboxylate), Cl (hydrochloric acid), title acid, Cl (hydrochloric acid), C1CCOC1 (THF). Reagents/catalysts: [Zn] (zinc), [Zn] (zinc), [Zn] (zinc). Run in O (water). Run at temperature 5 celsius. The product is S1C(=CC=C1)CC(=O)N[C@H]1[C@@H]2N(C(=C(CS2)N=[N+]=[N-])C(=O)O)C1=O (7β-(2-Thienylacetamido)-3-azido-3-cephem-4-carboxylic acid). RXN SMILES: [S:1]1[CH:5]=[CH:4][CH:3]=[C:2]1[CH2:6][C:7]([NH:9][C@@H:10]1[C:33](=[O:34])[N:12]2[C:13]([C:20]([O:22]CC3C=CC([N+]([O-])=O)=CC=3)=[O:21])=[C:14]([N:17]=[N+:18]=[N-:19])[CH2:15][S:16][C@H:11]12)=[O:8].C1COCC1.Cl>[Zn].O>[S:1]1[CH:5]=[CH:4][CH:3]=[C:2]1[CH2:6][C:7]([NH:9][C@@H:10]1[C:33](=[O:34])[N:12]2[C:13]([C:20]([OH:22])=[O:21])=[C:14]([N:17]=[N+:18]=[N-:19])[CH2:15][S:16][C@H:11]12)=[O:8]. Reported procedure: A solution of 0.625 g. of p-nitrobenzyl 7β-(2-thienylacetamido)-3-azido-3-cephem-4-carboxylate in 24 ml. of THF was diluted with 10 ml. of cold water and cooled in an ice-water bath. To the cold solution were added portionwise over about two hours 1.58 g. of zinc dust and sufficient 0.1N to 1N hydrochloric acid to maintain the pH of the mixture at about 4.3. Throughout the addition of zinc and acid the temperature of the reaction mixture was maintained at about 5° C. After the zinc dust addition... The reactants are Cc1ccncc1C#N, C1CO1, C1CCOC1, [Li]CCCC, CCCCCC, CC(C)NC(C)C. Yields the product N#Cc1cnccc1CCCO. RXN SMILES: [C:19](#[N:20])[c:21]1[cH:22][n:23][cH:24][cH:25][c:26]1[CH3:27].[CH2:28]1[CH2:29][O:30]1.[CH2:31]1[O:32][CH2:33][CH2:34][CH2:35]1.[CH2:8]([Li:9])[CH2:10][CH2:11][CH3:12].[CH3:13][CH2:14][CH2:15][CH2:16][CH2:17][CH3:18].[CH:1]([NH:2][CH:3]([CH3:4])[CH3:5])([CH3:6])[CH3:7]>>[C:19](#[N:20])[c:21]1[cH:22][n:23][cH:24][cH:25][c:26]1[CH2:27][CH2:28][CH2:29][OH:30]. The reactants are Cl.N1N=NN=C1C1=C(C=CC=C1)C1=CC=C(C=C1)CN ([-2'-(1H-tetrazol-5-yl)[1,1'-biphenyl]-4-yl]methyl amine hydrochloride), C(C)(=O)[O-].[Na+] (sodium acetate), ClC1=NC2=CC=CC=C2C(=N1)Cl (2,4-dichloroquinazoline). Solvent: C1CCOC1 (THF), O1CCCC1 (tetrahydrofuran). Product: ClC1=NC2=CC=CC=C2C(=N1)NCC1=CC=C(C=C1)C1=C(C=CC=C1)C1=NN=NN1 (2-chloro-N-[[2'-(1H-tetrazol-5-yl)[1,1'-biphenyl]-4-yl]methyl]-4-quinazolinamine). The yield is 37.5%. RXN SMILES: [Cl:1][C:2]1[N:11]=[C:10](Cl)[C:9]2[C:4](=[CH:5][CH:6]=[CH:7][CH:8]=2)[N:3]=1.Cl.[NH:14]1[C:18]([C:19]2[CH:24]=[CH:23][CH:22]=[CH:21][C:20]=2[C:25]2[CH:30]=[CH:29][C:28]([CH2:31][NH2:32])=[CH:27][CH:26]=2)=[N:17][N:16]=[N:15]1.C([O-])(=O)C.[Na+]>C1COCC1>[Cl:1][C:2]1[N:11]=[C:10]([NH:32][CH2:31][C:28]2[CH:29]=[CH:30][C:25]([C:20]3[CH:21]=[CH:22][CH:23]=[CH:24][C:19]=3[C:18]3[NH:17][N:16]=[N:15][N:14]=3)=[CH:26][CH:27]=2)[C:9]2[C:4](=[CH:5][CH:6]=[CH:7][CH:8]=2)[N:3]=1 |f:1.2,3.4|. Reported procedure: To 50 mL of tetrahydrofuran were added 2,4-dichloroquinazoline (0.30 g). N-[[-2'-(1H-tetrazol-5-yl)[1,1'-biphenyl]-4-yl]methyl amine hydrochloride (0.434 g) and 2.0 g of sodium acetate. The resulting suspension was stirred at room temperature for 53 hours at which time all the THF was removed by evaporation. The residue was purified by silica gel chromatography to yield 0.234 g of the desired product. (38%). The product was characterized as its sodium salt: 1H NMR (DMSO-d6, 400 MHz) δ 9.30 (t, J... Reactants: CC1(C2CN(CC12)C(CCC=1SC=CC1)=O)C=1C=C(C=CC1)NS(=O)(=O)C (N-(3-{6-methyl-3-[3-(2-thienyl)propanoyl]-3-azabicyclo[3.1.0]hex-6-yl]phenyl)methanesulfonamide), [Li] (lithium), [H-] (hydride), C(O)([O-])=O.[Na+] (sodium hydrogen carbonate). Run in tetrahydrofluran, C(C)(=O)OCC (ethyl acetate), O (water). Reaction conditions: time 2 hour. Product: CC1(C2CN(CC12)CCCC=1SC=CC1)C=1C=C(C=CC1)NS(=O)(=O)C (N-(3-{6-Methyl-3-[3-(2-thienyl)propyl]-3-azabicyclo[3.1.0]hex-6-yl}phenyl)methanesulfonamide). Yield: 70.5%. Reaction SMILES: [CH3:1][C:2]1([C:17]2[CH:18]=[C:19]([NH:23][S:24]([CH3:27])(=[O:26])=[O:25])[CH:20]=[CH:21][CH:22]=2)[CH:7]2[CH:3]1[CH2:4][N:5]([C:8](=O)[CH2:9][CH2:10][C:11]1[S:12][CH:13]=[CH:14][CH:15]=1)[CH2:6]2.[Li].[H-].C(=O)([O-])O.[Na+]>C(OCC)(=O)C.O>[CH3:1][C:2]1([C:17]2[CH:18]=[C:19]([NH:23][S:24]([CH3:27])(=[O:25])=[O:26])[CH:20]=[CH:21][CH:22]=2)[CH:7]2[CH:3]1[CH2:4][N:5]([CH2:8][CH2:9][CH2:10][C:11]1[S:12][CH:13]=[CH:14][CH:15]=1)[CH2:6]2 |f:3.4,^1:27|. Reported procedure: To a solution of N-(3-{6-methyl-3-[3-(2-thienyl)propanoyl]-3-azabicyclo[3.1.0]hex-6-yl]phenyl)methanesulfonamide (Preparation 125, 200 mg, 0.49 mmol) in anhydrous tetrahydrofluran (7.5 ml) under a nitrogen atmosphere at 0° C. was added dropwise lithium alumirnium hydride (1.0M solution in tetrahydrofuran, 0.99 ml, 0.99 mmol) and the mixture was stirred at room temperature for 2 h. The rapidly stirred reaction mixture was treated sequentially with water (1.0 ml), sodium hydrogen carbonate (1.0 g)...